Dataset: the Open Reaction Database (ORD), a public repository of structured organic reaction records. Task: describe an organic reaction: reactants, conditions, products, and yield Starting materials: CO, [H][H], NCCNc1ccccc1, COc1ccccc1OCC(O)CN1CCC(=O)CC1. The product is COc1ccccc1OCC(O)CN1CCC(NCCNc2ccccc2)CC1. RXN SMILES: [CH3:33][OH:34].[H:31][H:32].[NH2:21][CH2:22][CH2:23][NH:24][c:25]1[cH:26][cH:27][cH:28][cH:29][cH:30]1.[OH:1][CH:2]([CH2:3][N:4]1[CH2:5][CH2:6][C:7](=[O:10])[CH2:8][CH2:9]1)[CH2:11][O:12][c:13]1[c:14]([O:19][CH3:20])[cH:15][cH:16][cH:17][cH:18]1>>[OH:1][CH:2]([CH2:3][N:4]1[CH2:5][CH2:6][CH:7]([NH:21][CH2:22][CH2:23][NH:24][c:25]2[cH:26][cH:27][cH:28][cH:29][cH:30]2)[CH2:8][CH2:9]1)[CH2:11][O:12][c:13]1[c:14]([O:19][CH3:20])[cH:15][cH:16][cH:17][cH:18]1. Starting materials: CC1=C(C(=NC(=N1)C1=CC=CC=C1)C1=CC(=CC=C1)[N+](=O)[O-])C(=O)N (6-methyl-4-(3-nitrophenyl)-2-phenyl-5-pyrimidinecarboxamide), [Cl-].[Na+] (sodium chloride), P(=O)(Cl)(Cl)Cl (phosphorous oxychloride). Run in ClCCCl (1,2-dichloroethane). Product: CC1=C(C(=NC(=N1)C1=CC=CC=C1)C1=CC(=CC=C1)[N+](=O)[O-])C#N (6-methyl-4-(3-nitrophenyl)-2-phenyl-5-pyrimidinecarbonitrile). The yield is 66.6%. As a reaction SMILES: [CH3:1][C:2]1[N:7]=[C:6]([C:8]2[CH:13]=[CH:12][CH:11]=[CH:10][CH:9]=2)[N:5]=[C:4]([C:14]2[CH:19]=[CH:18][CH:17]=[C:16]([N+:20]([O-:22])=[O:21])[CH:15]=2)[C:3]=1[C:23]([NH2:25])=O.[Cl-].[Na+].P(Cl)(Cl)(Cl)=O>ClCCCl>[CH3:1][C:2]1[N:7]=[C:6]([C:8]2[CH:9]=[CH:10][CH:11]=[CH:12][CH:13]=2)[N:5]=[C:4]([C:14]2[CH:19]=[CH:18][CH:17]=[C:16]([N+:20]([O-:22])=[O:21])[CH:15]=2)[C:3]=1[C:23]#[N:25] |f:1.2|. Procedure: A mixture of 6-methyl-4-(3-nitrophenyl)-2-phenyl-5-pyrimidinecarboxamide (10 g), sodium chloride (8 g) and phosphorous oxychloride (3.3 g) in 1,2-dichloroethane (50 ml) was refluxed for 10 hours. After removal of the sodium chloride, the reaction mixture was poured into a mixture of dichloromethane (200 ml) and aqueous saturated hydrogen carbonate solution (100 ml). The separated organic layer was dried over magnesium sulfate and evaporated in vacuo. The residue was crystallized from diethyl eth... Starting materials: S1C(=CC=C1)C(=O)C1=C2CCC(C2=CC=C1)C#N (4-(2-thienylcarbonyl)-1-indancarbonitrile), polyphosphoric acid, polyphosphoric acid, O (water). Run at temperature 80 celsius. Product: S1C(=CC=C1)C(=O)C1=C2CCC(C2=CC=C1)C(=O)N (4-(2-thienylcarbonyl)-1-indancarboxamide). Reaction SMILES: [S:1]1[CH:5]=[CH:4][CH:3]=[C:2]1[C:6]([C:8]1[CH:16]=[CH:15][CH:14]=[C:13]2[C:9]=1[CH2:10][CH2:11][CH:12]2[C:17]#[N:18])=[O:7].[OH2:19]>>[S:1]1[CH:5]=[CH:4][CH:3]=[C:2]1[C:6]([C:8]1[CH:16]=[CH:15][CH:14]=[C:13]2[C:9]=1[CH2:10][CH2:11][CH:12]2[C:17]([NH2:18])=[O:19])=[O:7]. Reported procedure: To 2.5 g of 4-(2-thienylcarbonyl)-1-indancarbonitrile is added 50 g of polyphosphoric acid and, with occasional stirring, the mixture is heated at 80° C. for 2.5 hours. The polyphosphoric acid is decomposed by the addition of water, followed by extraction with ethyl acetate. The extract is washed with water and dried. The solvent is distilled off under reduced pressure and the residue obtained is recrystallized from ethyl acetate. By the above procedure is obtained 4-(2-thienylcarbonyl)-1-indanc... Yields the product CC(=O)N1CCN(Cc2ccnc(Cl)c2F)CC1. Starting materials: CC(=O)N1CCNCC1, CC(=O)O, O=Cc1ccnc(Cl)c1F. As a reaction SMILES: [C:1]([CH3:2])(=[O:3])[N:4]1[CH2:5][CH2:6][NH:7][CH2:8][CH2:9]1.[C:20]([OH:21])(=[O:22])[CH3:23].[Cl:10][c:11]1[n:12][cH:13][cH:14][c:15]([CH:18]=[O:19])[c:16]1[F:17]>>[C:1]([CH3:2])(=[O:3])[N:4]1[CH2:5][CH2:6][N:7]([CH2:18][c:15]2[cH:14][cH:13][n:12][c:11]([Cl:10])[c:16]2[F:17])[CH2:8][CH2:9]1. Starting materials: OCC(C(C(F)(F)F)O)(CCC)CO (3,3-di-(hydroxymethyl)-1,1,1-trifluorohexan-2-ol), C(OCC)(OCC)=O (diethyl carbonate), [OH-].[K+] (potassium hydroxide). Run in C(C)O (ethanol). Conditions: time 30 minute. Yields the product OC(C(F)(F)F)C1(COC1)CCC (3-(1-hydroxy-2,2,2-trifluoroethyl)-3-n-propyloxetane). Isolated yield 66.2%. As a reaction SMILES: O[CH2:2][C:3]([CH2:13][OH:14])([CH2:10][CH2:11][CH3:12])[CH:4]([OH:9])[C:5]([F:8])([F:7])[F:6].C(=O)(OCC)OCC.[OH-].[K+]>C(O)C>[OH:9][CH:4]([C:3]1([CH2:10][CH2:11][CH3:12])[CH2:2][O:14][CH2:13]1)[C:5]([F:6])([F:7])[F:8] |f:2.3|. Procedure details: A mixture of 3,3-di-(hydroxymethyl)-1,1,1-trifluorohexan-2-ol (2.8 g.), diethyl carbonate (1.6 ml.), potassium hydroxide (0.1 g) and dry ethanol (4.0 mls) was refluxed gently (oil bath 110°), under a current of nitrogen, for 30 minutes. The ethanol was then removed by distillation. Distillation gave 3-(1-hydroxy-2,2,2-trifluoroethyl)-3-n-propyloxetane (1.7 g.), a colourless oil (b.p. 112°, 20-25 m.m.).